This data is from the Open Reaction Database (ORD), a public repository of structured organic reaction records. The task is: describe an organic reaction: reactants, conditions, products, and yield Conditions: time 6 hour. Product: C(C)(=O)OCC(C1=CC(=C(C(=C1)[N+](=O)[O-])O)O)=O ((3,4-dihydroxy-5-nitrobenzoyl)methyl acetate). Procedure details: 1.26 g of sodium acetate are added to a solution of 1.35 g of 2-bromo-3',4'-dihydroxy-5'-nitroacetophenone in 25 ml of alcohol and heated to boiling under reflux. After 6 hours, the reaction mixture is filtered from separated sodium bromide and evaporated. The residue is dissolved in ethyl acetate. The solution is washed with saturated sodium chloride solution, dried over sodium sulfate, filtered and evaporated at 50°. There is obtained (3,4-dihydroxy-5-nitrobenzoyl)methyl acetate of m.p. 166°-1... Reactants: C(C)(=O)[O-].[Na+] (sodium acetate), BrCC(=O)C1=CC(=C(C(=C1)[N+](=O)[O-])O)O (2-bromo-3',4'-dihydroxy-5'-nitroacetophenone). As a reaction SMILES: [C:1]([O-:4])(=[O:3])[CH3:2].[Na+].Br[CH2:7][C:8]([C:10]1[CH:15]=[C:14]([N+:16]([O-:18])=[O:17])[C:13]([OH:19])=[C:12]([OH:20])[CH:11]=1)=[O:9]>>[C:1]([O:4][CH2:7][C:8](=[O:9])[C:10]1[CH:15]=[C:14]([N+:16]([O-:18])=[O:17])[C:13]([OH:19])=[C:12]([OH:20])[CH:11]=1)(=[O:3])[CH3:2] |f:0.1|. Solvent: alcohol. Reactants: C(C)OC1=C(C=NC2=CC3=C(C=C12)OCO3)C(=O)OCC (ethyl 4-ethoxy-6,7-methylenedioxyquinoline-3-carboxylate), C1(=CC=CC=C1)C (toluene). Yields the product C(C)N1C=C(C(C2=CC3=C(C=C12)OCO3)=O)C(=O)OCC (ethyl 1-ethyl-6,7-methylenedioxy-4-quinolone-3-carboxylate). RXN SMILES: C([O:3][C:4]1[C:13]2[C:8](=[CH:9][C:10]3[O:16][CH2:15][O:14][C:11]=3[CH:12]=2)[N:7]=[CH:6][C:5]=1[C:17]([O:19][CH2:20][CH3:21])=[O:18])C.[C:22]1(C)C=CC=C[CH:23]=1>>[CH2:22]([N:7]1[C:8]2[C:13](=[CH:12][C:11]3[O:14][CH2:15][O:16][C:10]=3[CH:9]=2)[C:4](=[O:3])[C:5]([C:17]([O:19][CH2:20][CH3:21])=[O:18])=[CH:6]1)[CH3:23]. Reported procedure: A melt of 5 g of ethyl 4-ethoxy-6,7-methylenedioxyquinoline-3-carboxylate was heated at 220°C for 7 hours and then cooled. The product was thinned with toluene, filtered and recrystallized from chloroform petroleum ether to provide 3.7 g of ethyl 1-ethyl-6,7-methylenedioxy-4-quinolone-3-carboxylate as needles, m.p. 177°-178°C. Starting materials: CC(C)(C)OC(=O)N1CCC1COc1cncc([Sn](C)(C)C)c1, CC(C)(C)OC(=O)N1CCC1COc1cncc(-c2cccc(CCCO)c2)c1, COC(=O)C=Cc1cc(F)cc(I)c1. The product is COC(=O)C=Cc1cc(F)cc(-c2cncc(OCC3CCN3C(=O)OC(C)(C)C)c2)c1. As a reaction SMILES: [C:15]([CH3:16])([CH3:17])([CH3:18])[O:19][C:20](=[O:21])[N:22]1[CH:23]([CH2:26][O:27][c:28]2[cH:29][n:30][cH:31][c:32]([Sn:34]([CH3:35])([CH3:36])[CH3:37])[cH:33]2)[CH2:24][CH2:25]1.[C:38]([O:39][C:40]([N:41]1[CH2:42][CH2:43][CH:44]1[CH2:45][O:46][c:47]1[cH:48][c:49](-[c:50]2[cH:51][c:52]([CH2:53][CH2:54][CH2:55][OH:56])[cH:57][cH:58][cH:59]2)[cH:60][n:61][cH:62]1)=[O:63])([CH3:64])([CH3:65])[CH3:66].[CH3:1][O:2][C:3]([CH:4]=[CH:5][c:6]1[cH:7][c:8]([F:13])[cH:9][c:10]([I:12])[cH:11]1)=[O:14]>>[CH3:1][O:2][C:3]([CH:4]=[CH:5][c:6]1[cH:7][c:8]([F:13])[cH:9][c:10](-[c:32]2[cH:31][n:30][cH:29][c:28]([O:27][CH2:26][CH:23]3[N:22]([C:20]([O:19][C:15]([CH3:16])([CH3:17])[CH3:18])=[O:21])[CH2:25][CH2:24]3)[cH:33]2)[cH:11]1)=[O:14]. The solvent is C(C)(=O)OCC (ethyl acetate). Procedure: To a solution of 2.3 g (6.8 mmole) 2-chloro-5-[4-chloro-1-methyl-5-(trifluoromethyl)-1H-pyrazol-3-yl]-4-fluorobenzaldehyde in 25 mL methanol was added 2.27 g (6.8 mmole) methyl(triphenylphosphoranylidene)-acetate, keeping the temperature below 35° C. The reaction mixture was allowed to stir for 15 minutes and diluted with ethyl acetate, washed with brine, dried over anhydrous MgSO4, and concentrated in vacuo. The residue was purified chromatographically using 20% ethyl acetate in hexane as the e... RXN SMILES: [Cl:1][C:2]1[CH:9]=[C:8]([F:10])[C:7]([C:11]2[C:15]([Cl:16])=[C:14]([C:17]([F:20])([F:19])[F:18])[N:13]([CH3:21])[N:12]=2)=[CH:6][C:3]=1C=O.[CH3:22][O:23][C:24](=[O:45])[CH:25]=P(C1C=CC=CC=1)(C1C=CC=CC=1)C1C=CC=CC=1.[CH3:46]O>C(OCC)(=O)C>[Cl:1][C:2]1[CH:9]=[C:8]([F:10])[C:7]([C:11]2[C:15]([Cl:16])=[C:14]([C:17]([F:19])([F:20])[F:18])[N:13]([CH3:21])[N:12]=2)=[CH:6][C:3]=1[CH:46]=[CH:25][C:24]([O:23][CH3:22])=[O:45]. The product is ClC1=C(C=C(C(=C1)F)C1=NN(C(=C1Cl)C(F)(F)F)C)C=CC(=O)OC (3-(2-chloro-5-(4-chloro-1-methyl-5-(trifluoromethyl)-1H-pyrazol-3-yl)-4-fluorophenyl)propenoic acid, methyl ester). The yield is 74.0%. Conditions: time 15 minute. Reactants: ClC1=C(C=O)C=C(C(=C1)F)C1=NN(C(=C1Cl)C(F)(F)F)C (2-chloro-5-[4-chloro-1-methyl-5-(trifluoromethyl)-1H-pyrazol-3-yl]-4-fluorobenzaldehyde), COC(C=P(C1=CC=CC=C1)(C1=CC=CC=C1)C1=CC=CC=C1)=O (methyl(triphenylphosphoranylidene)-acetate), CO (methanol). Starting materials: C(C)(C)(C)[Si](C)(C)OCCC1=CC=C(C=C1)I (tert-Butyl[2-(4-iodophenyl)ethoxy]dimethylsilane), BrC1=CC=C(C=C1)B(O)O ((4-bromophenyl)boronic acid), tripotassium phosphate n-hydrate. The solvent is COCCOC (1,2-dimethoxyethane). Run at time 4 hour. The product is BrC1=CC=C(C=C1)C1=CC=C(C=C1)CCO[Si](C)(C)C(C)(C)C ([2-(4′-Bromobiphenyl-4-yl)ethoxy](tert-butyl)dimethylsilane). Isolated yield 26.0%. As a reaction SMILES: [C:1]([Si:5]([O:8][CH2:9][CH2:10][C:11]1[CH:16]=[CH:15][C:14](I)=[CH:13][CH:12]=1)([CH3:7])[CH3:6])([CH3:4])([CH3:3])[CH3:2].[Br:18][C:19]1[CH:24]=[CH:23][C:22](B(O)O)=[CH:21][CH:20]=1>COCCOC>[Br:18][C:19]1[CH:24]=[CH:23][C:22]([C:14]2[CH:15]=[CH:16][C:11]([CH2:10][CH2:9][O:8][Si:5]([C:1]([CH3:4])([CH3:3])[CH3:2])([CH3:7])[CH3:6])=[CH:12][CH:13]=2)=[CH:21][CH:20]=1. Procedure details: tert-Butyl[2-(4-iodophenyl)ethoxy]dimethylsilane (7.1 g, 19.6 mmol), (4-bromophenyl)boronic acid (4.8 g, 23.9 mmol), tripotassium phosphate n-hydrate (10.4 g, 49.0 mmol) and a [1,1′-bis(diphenylphosphino)ferrocene]palladium dichloride dichloromethane complex (0.80 g, 0.98 mmol) were suspended in 1,2-dimethoxyethane (150 mL), followed by stirring at room temperature for 4 hours under a nitrogen atmosphere. After the reaction solution was filtered with celite, the filtrate was concentrated under r... Product: CSC1=NC=C(C(N1)=O)C(=O)O (3,4-Dihydro-2-methylthio-4-oxopyrimidine-5-carboxylic acid). The solvent is O1CCOCC1 (dioxan). Reaction SMILES: [CH3:1][S:2][C:3]1[NH:8][C:7](=[O:9])[C:6]([C:10]([O:12]CC)=[O:11])=[CH:5][N:4]=1.[OH-].[Na+].Cl>O1CCOCC1>[CH3:1][S:2][C:3]1[NH:8][C:7](=[O:9])[C:6]([C:10]([OH:12])=[O:11])=[CH:5][N:4]=1 |f:1.2|. Reaction conditions: temperature 85 celsius. Isolated yield 60.8%. Starting materials: CSC1=NC=C(C(N1)=O)C(=O)OCC (ethyl 3,4-dihydro-2-methylthio-4-oxopyrimidine-5-carboxylate), [OH-].[Na+] (NaOH), Cl (HCl). Procedure: A solution of ethyl 3,4-dihydro-2-methylthio-4-oxopyrimidine-5-carboxylate (C. W. Todd, J. H. Fletcher and D. S. Tarbell, J. Am. Chem. Soc. (1943), 65, 350-4) (1.95 g) in dioxan (15 ml) was treated with aqueous NaOH (0.73 g in 15 ml) and heated at 85° C. overnight. After cooling, the solution was acidified with 2N HCl to pH3 and the white solid filtered off and dried under vacuum to give title compound (1.03 g). MS (−ve ion chemical ionisation) m/z 185 ([M−H]−, 70%), 141 (100%). Reactants: O=C(O)c1cnn2c(C(F)F)cc(-c3ccc(C(F)(F)F)cc3)nc12, Nc1cccc(S(=O)(=O)NCCO)c1. The product is O=C(Nc1cccc(S(=O)(=O)NCCO)c1)c1cnn2c(C(F)F)cc(-c3ccc(C(F)(F)F)cc3)nc12. RXN SMILES: [F:1][CH:2]([c:3]1[cH:4][c:5](-[c:15]2[cH:16][cH:17][c:18]([C:21]([F:22])([F:23])[F:24])[cH:19][cH:20]2)[n:6][c:7]2[n:8]1[n:9][cH:10][c:11]2[C:12](=[O:13])[OH:14])[F:25].[NH2:26][c:27]1[cH:28][c:29]([S:33](=[O:34])(=[O:35])[NH:36][CH2:37][CH2:38][OH:39])[cH:30][cH:31][cH:32]1>>[F:1][CH:2]([c:3]1[cH:4][c:5](-[c:15]2[cH:16][cH:17][c:18]([C:21]([F:22])([F:23])[F:24])[cH:19][cH:20]2)[n:6][c:7]2[n:8]1[n:9][cH:10][c:11]2[C:12](=[O:13])[NH:26][c:27]1[cH:28][c:29]([S:33](=[O:34])(=[O:35])[NH:36][CH2:37][CH2:38][OH:39])[cH:30][cH:31][cH:32]1)[F:25]. Starting materials: C(=C)S(=O)(=O)C=1C=CC(=C(C1)S(=O)(=O)NC1=C(C=CC=C1)NS(=O)(=O)C1=CC2=C(S1)C=CC=C2)OC (benzo[b]thiophene-2-sulfonic acid [2-(5-ethenesulfonyl-2-methoxybenzenesulfonylamino)phenyl] amide), CN1CCNCC1 (1-methylpiperazine). Solvent: C(Cl)Cl (DCM), C1CCOC1 (THF). Conditions: time 1 hour. Product: COC1=C(C=C(C=C1)S(=O)(=O)CCN1CCCC1)S(=O)(=O)NC1=C(C=CC=C1)NS(=O)(=O)C1=CC2=C(S1)C=CC=C2 (benzo[b]thiophene-2-sulfonic acid {2-[2-methoxy-5-(2-pyrrolidin-1-yl-ethanesulfonyl)-benzenesulfonylamino]-phenyl}-amide). Reaction SMILES: [CH:1]([S:3]([C:6]1[CH:7]=[CH:8][C:9]([O:35][CH3:36])=[C:10]([S:12]([NH:15][C:16]2[CH:21]=[CH:20][CH:19]=[CH:18][C:17]=2[NH:22][S:23]([C:26]2[S:30][C:29]3[CH:31]=[CH:32][CH:33]=[CH:34][C:28]=3[CH:27]=2)(=[O:25])=[O:24])(=[O:14])=[O:13])[CH:11]=1)(=[O:5])=[O:4])=[CH2:2].C[N:38]1[CH2:43][CH2:42]N[CH2:40][CH2:39]1>C1COCC1.C(Cl)Cl>[CH3:36][O:35][C:9]1[CH:8]=[CH:7][C:6]([S:3]([CH2:1][CH2:2][N:38]2[CH2:43][CH2:42][CH2:40][CH2:39]2)(=[O:4])=[O:5])=[CH:11][C:10]=1[S:12]([NH:15][C:16]1[CH:21]=[CH:20][CH:19]=[CH:18][C:17]=1[NH:22][S:23]([C:26]1[S:30][C:29]2[CH:31]=[CH:32][CH:33]=[CH:34][C:28]=2[CH:27]=1)(=[O:25])=[O:24])(=[O:13])=[O:14]. Procedure details: To a solution of benzo[b]thiophene-2-sulfonic acid [2-(5-ethenesulfonyl-2-methoxybenzenesulfonylamino)phenyl] amide (0.2 mmol, prepared as in Example 19) in dry THF (2 mL) was added 0.2 mL of 1-methylpiperazine. The resulting reaction mixture was stirred at room temperature for 1 h. The reaction mixture was diluted with DCM (10 mL) and washed with saturated sodium chloride aqueous solution (25 mL). The organic phase was dried over anhydrous sodium sulfate and concentrated under vacuum. The resid...